From a dataset of the Open Reaction Database (ORD), a public repository of structured organic reaction records. describe an organic reaction: reactants, conditions, products, and yield Reactants: CCOC(C)=O, COc1c(C)cnc(CCl)c1C, Nc1nc(Cl)c2cn[nH]c2n1, Cl, [K+], [K+], O=C([O-])[O-], CN(C)C=O. Product: COc1c(C)cnc(Cn2ncc3c(Cl)nc(N)nc32)c1C. As a reaction SMILES: [CH3:36][CH2:37][O:38][C:39]([CH3:40])=[O:41].[Cl:13][CH2:14][c:15]1[n:16][cH:17][c:18]([CH3:24])[c:19]([O:22][CH3:23])[c:20]1[CH3:21].[Cl:1][c:2]1[c:3]2[c:4]([n:5][c:6]([NH2:8])[n:7]1)[nH:9][n:10][cH:11]2.[ClH:12].[K+:25].[K+:26].[O-:27][C:28]([O-:29])=[O:30].[O:31]=[CH:32][N:33]([CH3:34])[CH3:35]>>[Cl:1][c:2]1[c:3]2[c:4]([n:5][c:6]([NH2:8])[n:7]1)[n:9]([CH2:14][c:15]1[n:16][cH:17][c:18]([CH3:24])[c:19]([O:22][CH3:23])[c:20]1[CH3:21])[n:10][cH:11]2.